This data is from the Open Reaction Database (ORD), a public repository of structured organic reaction records. The task is: describe an organic reaction: reactants, conditions, products, and yield The reactants are C([O-])([O-])=O.[Na+].[Na+] (sodium carbonate), 1,5-bromo-3-iodo-1-tosyl-1H-pyrrolo[2,3-b]pyridine, FC=1C=C(CN2N=C(C(=C2)C2OC(C(O2)(C)C)(C)C)C)C=CC1 (1-(3-fluorobenzyl)-3-methyl-4-(4,4,5,5-tetramethyl-1,3-dioxolan-2-yl)-1H-pyrazole), BrC=1C=C2C(=NC1)N(C=C2I)S(=O)(=O)C2=CC=C(C)C=C2 (5-Bromo-3-iodo-1-tosyl-1H-pyrrolo[2,3-b]pyridine), FC=1C=C(CN2N=C(C(=C2)C2OC(C(O2)(C)C)(C)C)C)C=CC1 (1-(3-fluorobenzyl)-3-methyl-4-(4,4,5,5-tetramethyl-1,3-dioxolan-2-yl)-1H-pyrazole). The reagents and catalysts are Cl[Pd]([P](C1=CC=CC=C1)(C2=CC=CC=C2)C3=CC=CC=C3)([P](C4=CC=CC=C4)(C5=CC=CC=C5)C6=CC=CC=C6)Cl (Pd(PPh3)2Cl2). The solvent is C(C)#N.O (acetonitrile water). Yields the product BrC=1C=C2C(=NC1)N(C=C2C=2C(=NN(C2)CC2=CC(=CC=C2)F)C)S(=O)(=O)C2=CC=C(C)C=C2 (5-bromo-3-(1-(3-fluorobenzyl)-3-methyl-1H-pyrazol-4-yl)-1-tosyl-1H-pyrrolo[2,3-b]pyridine). Yield: 78.5%. RXN SMILES: [Br:1][C:2]1[CH:3]=[C:4]2[C:10](I)=[CH:9][N:8]([S:12]([C:15]3[CH:21]=[CH:20][C:18]([CH3:19])=[CH:17][CH:16]=3)(=[O:14])=[O:13])[C:5]2=[N:6][CH:7]=1.[F:22][C:23]1[CH:24]=[C:25]([CH:42]=[CH:43][CH:44]=1)[CH2:26][N:27]1[CH:31]=[C:30](C2OC(C)(C)C(C)(C)O2)[C:29]([CH3:41])=[N:28]1.C(=O)([O-])[O-].[Na+].[Na+]>C(#N)C.O.Cl[Pd](Cl)([P](C1C=CC=CC=1)(C1C=CC=CC=1)C1C=CC=CC=1)[P](C1C=CC=CC=1)(C1C=CC=CC=1)C1C=CC=CC=1>[Br:1][C:2]1[CH:3]=[C:4]2[C:10]([C:30]3[C:29]([CH3:41])=[N:28][N:27]([CH2:26][C:25]4[CH:42]=[CH:43][CH:44]=[C:23]([F:22])[CH:24]=4)[CH:31]=3)=[CH:9][N:8]([S:12]([C:15]3[CH:21]=[CH:20][C:18]([CH3:19])=[CH:17][CH:16]=3)(=[O:14])=[O:13])[C:5]2=[N:6][CH:7]=1 |f:2.3.4,5.6,^1:57,76|. Reported procedure: Using similar reaction conditions as described in step-i of example-1,5-bromo-3-iodo-1-tosyl-1H-pyrrolo[2,3-b]pyridine (Intermediate 1) (300 mg, 0.709 mmol) was coupled with 1-(3-fluorobenzyl)-3-methyl-4-(4,4,5,5-tetramethyl-1,3,2-dioxaborolan-2-yl)-1H-pyrazole (intermediate 12) (270 mg, 0.851 mmol) using sodium carbonate (220 mg, 2.12 mmol) and Pd(PPh3)2Cl2 (25 mg, 0.035 mmol) in acetonitrile/water (10/2.5 ml) to afford 300 mg (78.5% yield) of the pure product after column purification using 40... Starting materials: Cc1ccc(N(CC(=O)O)S(=O)(=O)c2ccc(C(C)(C)C)cc2)cc1, CCNCc1cccc(N(C)C)n1. Product: CCN(Cc1cccc(N(C)C)n1)C(=O)CN(c1ccc(C)cc1)S(=O)(=O)c1ccc(C(C)(C)C)cc1. As a reaction SMILES: [C:1]([CH3:2])([CH3:3])([CH3:4])[c:5]1[cH:6][cH:7][c:8]([S:11](=[O:12])(=[O:13])[N:14]([c:15]2[cH:16][cH:17][c:18]([CH3:21])[cH:19][cH:20]2)[CH2:22][C:23](=[O:24])[OH:25])[cH:9][cH:10]1.[CH2:26]([CH3:27])[NH:28][CH2:29][c:30]1[cH:31][cH:32][cH:33][c:34]([N:36]([CH3:37])[CH3:38])[n:35]1>>[C:1]([CH3:2])([CH3:3])([CH3:4])[c:5]1[cH:6][cH:7][c:8]([S:11](=[O:12])(=[O:13])[N:14]([c:15]2[cH:16][cH:17][c:18]([CH3:21])[cH:19][cH:20]2)[CH2:22][C:23](=[O:25])[N:28]([CH2:26][CH3:27])[CH2:29][c:30]2[cH:31][cH:32][cH:33][c:34]([N:36]([CH3:37])[CH3:38])[n:35]2)[cH:9][cH:10]1. Reactants: CC1CNCC(C)O1, CCO, O=C(CCl)Nc1ccccc1[N+](=O)[O-]. The product is CC1CN(CC(=O)Nc2ccccc2[N+](=O)[O-])CC(C)O1. RXN SMILES: [CH3:15][CH:16]1[O:17][CH:18]([CH3:22])[CH2:19][NH:20][CH2:21]1.[CH3:23][CH2:24][OH:25].[N+:1](=[O:2])([O-:3])[c:4]1[c:5]([NH:10][C:11]([CH2:12][Cl:13])=[O:14])[cH:6][cH:7][cH:8][cH:9]1>>[N+:1](=[O:2])([O-:3])[c:4]1[c:5]([NH:10][C:11]([CH2:12][N:20]2[CH2:19][CH:18]([CH3:22])[O:17][CH:16]([CH3:15])[CH2:21]2)=[O:14])[cH:6][cH:7][cH:8][cH:9]1. Solvent: C(C)(=O)O (acetic acid), C1CCOC1 (THF). The yield is 16.0%. The reactants are C(C)(C)NC(C)C (diisopropylamine), FC=1C=CC2=C(C(N(CC=3N2C=NC3C=3OC(=CN3)CI)C)=O)C1 (8-fluoro-3-(5-iodomethyl-oxazol-2-yl)-5-methyl-5,6-dihydro-4H-imidazo[1,5-a][1,4]benzodiazepin-6-one), C(C#C)NC(=O)C=1N=CN2C1CN(C(C1=C2C=CC(=C1)F)=O)C (8-fluoro-5-methyl-6-oxo-5,6-dihydro-4H-imidazo[1,5-a][1,4]benzodiazepine-3-carboxylic acid prop-2-ynylamide), IN1C(CCC1=O)=O (N-iodosuccinimide). Conditions: time 42 hour. RXN SMILES: [F:1][C:2]1[CH:3]=[CH:4][C:5]2[N:11]3[CH:12]=[N:13][C:14]([C:15]4[O:16][C:17]([CH2:20]I)=[CH:18][N:19]=4)=[C:10]3[CH2:9][N:8]([CH3:22])[C:7](=[O:23])[C:6]=2[CH:24]=1.C(NC([C:31]1N=C[N:34]2[C:40]3[CH:41]=CC(F)=C[C:39]=3C(=O)N(C)[CH2:36][C:35]=12)=O)C#C.IN1C(=O)CCC1=O.C(NC(C)C)(C)C>C(O)(=O)C.C1COCC1>[CH:35]([N:34]([CH2:20][C:17]1[O:16][C:15]([C:14]2[N:13]=[CH:12][N:11]3[C:5]4[CH:4]=[CH:3][C:2]([F:1])=[CH:24][C:6]=4[C:7](=[O:23])[N:8]([CH3:22])[CH2:9][C:10]=23)=[N:19][CH:18]=1)[CH:40]([CH3:41])[CH3:39])([CH3:36])[CH3:31]. The product is C(C)(C)N(C(C)C)CC1=CN=C(O1)C=1N=CN2C1CN(C(C1=C2C=CC(=C1)F)=O)C (3-(5-diisopropylaminomethyl-oxazol-2-yl)-8-fluoro-5-methyl-5,6-dihydro-4H-imidazo[1,5-a][1,4]benzodiazepin-6-one). Reported procedure: 125 ml of a crude THF solution of 8-fluoro-3-(5-iodomethyl-oxazol-2-yl)-5-methyl-5,6-dihydro-4H-imidazo[1,5-a][1,4]benzodiazepin-6-one (prepared from 15.6 g (0.050 mol) of 8-fluoro-5-methyl-6-oxo-5,6-dihydro-4H-imidazo[1,5-a][1,4]benzodiazepine-3-carboxylic acid prop-2-ynylamide and 16.9 g (0.075 mol) of N-iodosuccinimide in 300 ml of acetic acid, subsequently completely freed from the solvents, dried azeotropically several times with toluene and dissolved in 500 ml of THF) were treated with 15.... Starting materials: CC(C)(C)OC(=O)COc1c(F)c(Cl)cc2c1CCCC2NS(=O)(=O)c1cc(C(F)(F)F)cc(C(F)(F)F)c1, CO, [Li+], C1CCOC1, [OH-]. Yields the product O=C(O)COc1c(F)c(Cl)cc2c1CCCC2NS(=O)(=O)c1cc(C(F)(F)F)cc(C(F)(F)F)c1. RXN SMILES: [C:1]([CH3:2])([CH3:3])([CH3:4])[O:5][C:6]([CH2:7][O:8][c:9]1[c:10]([F:38])[c:11]([Cl:37])[cH:12][c:13]2[c:18]1[CH2:17][CH2:16][CH2:15][CH:14]2[NH:19][S:20](=[O:21])(=[O:22])[c:23]1[cH:24][c:25]([C:33]([F:34])([F:35])[F:36])[cH:26][c:27]([C:29]([F:30])([F:31])[F:32])[cH:28]1)=[O:39].[CH3:42][OH:43].[Li+:40].[O:44]1[CH2:45][CH2:46][CH2:47][CH2:48]1.[OH-:41]>>[O:5]=[C:6]([CH2:7][O:8][c:9]1[c:10]([F:38])[c:11]([Cl:37])[cH:12][c:13]2[c:18]1[CH2:17][CH2:16][CH2:15][CH:14]2[NH:19][S:20](=[O:21])(=[O:22])[c:23]1[cH:24][c:25]([C:33]([F:34])([F:35])[F:36])[cH:26][c:27]([C:29]([F:30])([F:31])[F:32])[cH:28]1)[OH:39]. Starting materials: Cd Pd, C(CCOC1(C=CN2[C@@H]1[C@@H](N(C1=C(C2=O)C=C(C=C1)OC)C(=O)OCC(Cl)(Cl)Cl)O[Si](C)(C)C(C)(C)C)C1=C(C=CC=C1)C#C)OC1(C=CN2[C@@H]1[C@@H](N(C1=C(C2=O)C=C(C=C1)OC)C(=O)OCC(Cl)(Cl)Cl)O[Si](C)(C)C(C)(C)C)C1=C(C=CC=C1)C#C (1,1′-[[(Propane-1,3-diyl)dioxy]bis[(11S,11aS)-10-(2,2,2-trichloroethoxycarbonyl)-11-(tert-butyldimethylsilyloxy)-7-methoxy-2-ethynylphenyl-1,10,11,11a-tetrahydro-5H-pyrrolo[2,1-c][1,4]benzodiazepin-5-one]]), NH4OAc. Run in C1CCOC1 (THF). The product is C(CCOC1(C=CN2[C@H]1C=NC1=C(C2=O)C=C(C=C1)OC)C1=C(C=CC=C1)C#C)OC1(C=CN2[C@H]1C=NC1=C(C2=O)C=C(C=C1)OC)C1=C(C=CC=C1)C#C (1,1′-[[(Propane-1,3-diyl)dioxy]bis[(11aS)-7-methoxy-2-ethynylphenyl-1,11a-dihydro-5H-pyrrolo[2,1-c][1,4]benzodiazepine-5-one]]). Yield: 34.8%. RXN SMILES: [CH2:1]([O:46][C:47]1([C:80]2[CH:85]=[CH:84][CH:83]=[CH:82][C:81]=2[C:86]#[CH:87])[C@H:51]2[C@H:52](O[Si](C(C)(C)C)(C)C)[N:53](C(OCC(Cl)(Cl)Cl)=O)[C:54]3[CH:61]=[CH:60][C:59]([O:62][CH3:63])=[CH:58][C:55]=3[C:56](=[O:57])[N:50]2[CH:49]=[CH:48]1)[CH2:2][CH2:3][O:4][C:5]1([C:38]2[CH:43]=[CH:42][CH:41]=[CH:40][C:39]=2[C:44]#[CH:45])[C@H:9]2[C@H:10](O[Si](C(C)(C)C)(C)C)[N:11](C(OCC(Cl)(Cl)Cl)=O)[C:12]3[CH:19]=[CH:18][C:17]([O:20][CH3:21])=[CH:16][C:13]=3[C:14](=[O:15])[N:8]2[CH:7]=[CH:6]1>C1COCC1>[CH2:3]([O:4][C:5]1([C:38]2[CH:43]=[CH:42][CH:41]=[CH:40][C:39]=2[C:44]#[CH:45])[C@@H:9]2[CH:10]=[N:11][C:12]3[CH:19]=[CH:18][C:17]([O:20][CH3:21])=[CH:16][C:13]=3[C:14](=[O:15])[N:8]2[CH:7]=[CH:6]1)[CH2:2][CH2:1][O:46][C:47]1([C:80]2[CH:85]=[CH:84][CH:83]=[CH:82][C:81]=2[C:86]#[CH:87])[C@@H:51]2[CH:52]=[N:53][C:54]3[CH:61]=[CH:60][C:59]([O:62][CH3:63])=[CH:58][C:55]=3[C:56](=[O:57])[N:50]2[CH:49]=[CH:48]1. Procedure: 10% Cd/Pd couple (314 mg, 2.55 mmol, 20 eq) was added to a rapidly stirring mixture of 17 (162 mg, 0.13 mmol), THF (4 mL) and 1 N NH4OAc (4 mL). The reaction mixture was allowed to stir for 45 min when TLC showed the complete consumption of the starting material. The solids were filtered and rinsed with H2O and CHCl3. The aqueous layer was extracted with CHCl3 (3×25 mL) and the organic extracts were combined, washed with H2O (50 mL), brine (50 mL) and dried (MgSO4). Filtration and evaporation of... Starting materials: O=C([O-])[O-], C1COCCO1, COc1cc2c(cc1CNC1CCCNC1c1ccccc1)N(C)C(=O)CC2, Clc1nc2ccccc2o1, Cl, Cl, [K+], [K+]. Yields the product COc1cc2c(cc1CNC1CCCN(c3nc4ccccc4o3)C1c1ccccc1)N(C)C(=O)CC2. As a reaction SMILES: [C:31](=[O:32])([O-:33])[O-:34].[CH2:47]1[O:48][CH2:49][CH2:50][O:51][CH2:52]1.[CH3:3][O:4][c:5]1[cH:6][c:7]2[c:12]([cH:13][c:14]1[CH2:15][NH:16][CH:17]1[CH:18]([c:23]3[cH:24][cH:25][cH:26][cH:27][cH:28]3)[NH:19][CH2:20][CH2:21][CH2:22]1)[N:11]([CH3:29])[C:10](=[O:30])[CH2:9][CH2:8]2.[Cl:37][c:38]1[o:39][c:40]2[c:41]([n:42]1)[cH:43][cH:44][cH:45][cH:46]2.[ClH:1].[ClH:2].[K+:35].[K+:36]>>[CH3:3][O:4][c:5]1[cH:6][c:7]2[c:12]([cH:13][c:14]1[CH2:15][NH:16][CH:17]1[CH:18]([c:23]3[cH:24][cH:25][cH:26][cH:27][cH:28]3)[N:19]([c:38]3[o:39][c:40]4[c:41]([n:42]3)[cH:43][cH:44][cH:45][cH:46]4)[CH2:20][CH2:21][CH2:22]1)[N:11]([CH3:29])[C:10](=[O:30])[CH2:9][CH2:8]2. Starting materials: C(C)(=O)N1C2=CC=C3C(=C2C2=CC(=C4C(=C12)C=CC=C4)Br)C=CC=C3 (7-acetyl-12-bromo-7H-dibenzo [a,g]carbazole), C([O-])([O-])=O.[K+].[K+] (potassium carbonate), C(C)O (ethanol), S1C(=NC2=C1C=CC=C2)C2=CC=C(C=C2)B(O)O ((4-benzo[d]thiazol-2-yl) phenylboronic acid). The reagents and catalysts are C=1C=CC(=CC1)[P](C=2C=CC=CC2)(C=3C=CC=CC3)[Pd]([P](C=4C=CC=CC4)(C=5C=CC=CC5)C=6C=CC=CC6)([P](C=7C=CC=CC7)(C=8C=CC=CC8)C=9C=CC=CC9)[P](C=1C=CC=CC1)(C=1C=CC=CC1)C=1C=CC=CC1 (tetrakis(triphenylphosphine)palladium). Run in C1(=CC=CC=C1)C (toluene). Product: C1=CC=CC=2C1=C1C3=CC=C4C(=C3NC1=CC2)C=CC=C4 (7H-dibenzo[a,g]carbazole). RXN SMILES: C([N:4]1[C:16]2[C:11](=[CH:12][C:13](Br)=[C:14]3[CH:20]=[CH:19][CH:18]=[CH:17][C:15]3=2)[C:10]2[C:5]1=[CH:6][CH:7]=[C:8]1[CH:25]=[CH:24][CH:23]=[CH:22][C:9]1=2)(=O)C.S1C2C=CC=CC=2N=C1C1C=CC(B(O)O)=CC=1.C(=O)([O-])[O-].[K+].[K+].C(O)C>C1(C)C=CC=CC=1.C1C=CC([P]([Pd]([P](C2C=CC=CC=2)(C2C=CC=CC=2)C2C=CC=CC=2)([P](C2C=CC=CC=2)(C2C=CC=CC=2)C2C=CC=CC=2)[P](C2C=CC=CC=2)(C2C=CC=CC=2)C2C=CC=CC=2)(C2C=CC=CC=2)C2C=CC=CC=2)=CC=1>[CH:22]1[C:9]2=[C:10]3[C:5](=[CH:6][CH:7]=[C:8]2[CH:25]=[CH:24][CH:23]=1)[NH:4][C:16]1[C:11]3=[CH:12][CH:13]=[C:14]2[CH:20]=[CH:19][CH:18]=[CH:17][C:15]2=1 |f:2.3.4,^1:63,65,84,103|. Reported procedure: Following the above procedure, Suzuki coupling of 3.8 g of 7-acetyl-12-bromo-7H-dibenzo [a,g]carbazole and 2.7 g of (4-benzo[d]thiazol-2-yl) phenylboronic acid were stirred together in 30 ml of toluene. To this was added 0.02 g of tetrakis(triphenylphosphine)palladium, 2.1 g of potassium carbonate and 10 ml of aqueous ethanol were added and refluxed under nitrogen for 6 h. The reaction was quenched with water and the toluene layer was removed and passed through a celite column. The organic layer...